This data is from the Open Reaction Database (ORD), a public repository of structured organic reaction records. The task is: describe an organic reaction: reactants, conditions, products, and yield Starting materials: C1(=CC=CC=C1)CCCCCCCCNC(C1=CC(=C(C(=C1)C1=CC(=CC=C1)C(F)(F)F)OCCO)Br)=O (N-(8-phenyl-octyl)-3-bromo-5-(m-trifluoromethylphenyl)-4-(2-hydroxyethoxy)-benzamide), C1(=CC=CC=C1)P(C1=CC=CC=C1)C1=CC=CC=C1 (triphenylphosphine), OC1=C(C(=O)OC)C=CC(=C1)O (methyl 2,4 dihydroxybenzoate), N(=NC(=O)OCC)C(=O)OCC (diethyl azodicarboxylate). The solvent is C1CCOC1 (THF). Run at temperature 0 celsius, time 8 hour. The product is COC(C1=C(C=C(C=C1)OCCOC1=C(C=C(C=C1Br)C(NCCCCCCCCC1=CC=CC=C1)=O)C1=CC(=CC=C1)C(F)(F)F)O)=O (4-{2-[3-Bromo-5-(8-phenyl-octylcarbamoyl)-3′-trifluoromethyl-biphenyl-2-yloxy]-ethoxy}-2-hydroxy-benzoic acid methyl ester). Reaction SMILES: [C:1]1([CH2:7][CH2:8][CH2:9][CH2:10][CH2:11][CH2:12][CH2:13][CH2:14][NH:15][C:16](=[O:38])[C:17]2[CH:22]=[C:21]([C:23]3[CH:28]=[CH:27][CH:26]=[C:25]([C:29]([F:32])([F:31])[F:30])[CH:24]=3)[C:20]([O:33][CH2:34][CH2:35][OH:36])=[C:19]([Br:37])[CH:18]=2)[CH:6]=[CH:5][CH:4]=[CH:3][CH:2]=1.C1(P(C2C=CC=CC=2)C2C=CC=CC=2)C=CC=CC=1.[OH:58][C:59]1[CH:68]=[C:67](O)[CH:66]=[CH:65][C:60]=1[C:61]([O:63][CH3:64])=[O:62].N(C(OCC)=O)=NC(OCC)=O>C1COCC1>[CH3:64][O:63][C:61](=[O:62])[C:60]1[CH:65]=[CH:66][C:67]([O:36][CH2:35][CH2:34][O:33][C:20]2[C:19]([Br:37])=[CH:18][C:17]([C:16](=[O:38])[NH:15][CH2:14][CH2:13][CH2:12][CH2:11][CH2:10][CH2:9][CH2:8][CH2:7][C:1]3[CH:2]=[CH:3][CH:4]=[CH:5][CH:6]=3)=[CH:22][C:21]=2[C:23]2[CH:28]=[CH:27][CH:26]=[C:25]([C:29]([F:32])([F:30])[F:31])[CH:24]=2)=[CH:68][C:59]=1[OH:58]. Procedure details: To a solution of N-(8-phenyl-octyl)-3-bromo-5-(m-trifluoromethylphenyl)-4-(2-hydroxyethoxy)-benzamide (0.687 g, 1.16 mmol, 1 eq) in THF (10 mL) was added triphenylphosphine (0.680 g, 2.59 mmol, 2.23 eq) and methyl 2,4 dihydroxybenzoate (0.388 g, 2.30 mmol, 2.0 eq). The reaction was cooled to 0° C. and diethyl azodicarboxylate (0.220 mL, 1.40 mmol, 1.2 eq) was added. The cold bath was removed and the reaction was stirred overnight at rt. The reaction mixture was then poured into 0.1 N HCl solutio... Reactants: C(C1=CC=CC=C1)OC(=O)N[C@H](C(=O)OC)CNC(C)=O (methyl 2(S)-benzyloxycarbonylamino-3-acetylaminopropionate), [H][H] (Hydrogen). The reagents and catalysts are [Pd] (Pd/C). Solvent: Cl (HCl). Product: N[C@H](C(=O)OC)CNC(C)=O (Methyl 2(S)-amino-3-acetylaminopropionate). Reaction SMILES: C(OC([NH:11][C@@H:12]([CH2:17][NH:18][C:19](=[O:21])[CH3:20])[C:13]([O:15][CH3:16])=[O:14])=O)C1C=CC=CC=1.[H][H]>Cl.[Pd]>[NH2:11][C@@H:12]([CH2:17][NH:18][C:19](=[O:21])[CH3:20])[C:13]([O:15][CH3:16])=[O:14]. Reported procedure: To a solution of methyl 2(S)-benzyloxycarbonylamino-3-acetylaminopropionate (2.2 g ) in ethanolic HCl was added 10% Pd/C (0.3 g) under nitrogen atmosphere. Hydrogen was applied to the mixture at 60 psi for 16 h. The mixture was filtered and concentrated in vacuo. The residue was triturated with diethyl ether to obtain the product. NMR (300 MHz, CD3OD) δ4.20 (1H, m), 3.88 (3H, s), 3.82 (1H, m), 3.60 (1H, m), 1.99 (3H, s). Starting materials: CSC=1C=CC2=C(C=CC3=C(S2(=O)=O)C=C(C=C3)C(=O)O)C1 (8-methylthiodibenzo[b,f]thiepin-3-carboxylic acid 5,5-dioxide), C1=CC(=CC=2S(C3=C(C=CC21)C=CC=C3)(=O)=O)C(=O)O (dibenzo[b,f]thiepin-3-carboxylic acid 5,5-dioxide). Product: OCC=1C=CC2=C(S(C3=C(C=C2)C=C(C=C3)SC)(=O)=O)C1 (3-Hydroxymethyl-8-methylthio-dibenzo[b,f]thiepin-5,5-dioxide). RXN SMILES: [CH3:1][S:2][C:3]1[CH:4]=[CH:5][C:6]2[S:12](=[O:14])(=[O:13])[C:11]3[CH:15]=[C:16]([C:19](O)=[O:20])[CH:17]=[CH:18][C:10]=3[CH:9]=[CH:8][C:7]=2[CH:22]=1.C1C2C=CC3C=CC=CC=3S(=O)(=O)C=2C=C(C(O)=O)C=1>>[OH:20][CH2:19][C:16]1[CH:17]=[CH:18][C:10]2[CH:9]=[CH:8][C:7]3[CH:22]=[C:3]([S:2][CH3:1])[CH:4]=[CH:5][C:6]=3[S:12](=[O:14])(=[O:13])[C:11]=2[CH:15]=1. Procedure details: Repeat the process of Example 6, substituting an equivalent quantity of 8-methylthiodibenzo[b,f]thiepin-3-carboxylic acid 5,5-dioxide for the dibenzo[b,f]thiepin-3-carboxylic acid 5,5-dioxide, to obtain the title product. Starting materials: SC=1OC2=C(N1)C=CC=C2 (2-mercaptobenzoxazole), CC(=O)OCC1=C(N2[C@@H]([C@@H](C2=O)N)SC1)C(=O)O (7-ACA), COC(=O)C1=C(C(=C(C(=C1Cl)Cl)C(=O)OC)Cl)Cl (DCPA), ice water. Solvent: C(C)#N (acetonitrile). Conditions: temperature 10 celsius, time 40 minute. Yields the product NC1[C@@H]2N(C(=C(CS2)CSC=2OC3=C(N2)C=CC=C3)C(=O)O)C1=O (7-amino-3-[(benzoxazol-2-yl)thiomethyl]-3-cephem-4-carboxylic acid). Yield: 92.3%. RXN SMILES: [SH:1][C:2]1[O:3][C:4]2[CH:10]=[CH:9][CH:8]=[CH:7][C:5]=2[N:6]=1.CC(O[CH2:15][C:16]1[CH2:25][S:24][C@@H:19]2[C@H:20]([NH2:23])[C:21](=[O:22])[N:18]2[C:17]=1[C:26]([OH:28])=[O:27])=O.COC(C1C(Cl)=C(Cl)C(C(OC)=O)=C(Cl)C=1Cl)=O>C(#N)C>[NH2:23][CH:20]1[C:21](=[O:22])[N:18]2[C:17]([C:26]([OH:28])=[O:27])=[C:16]([CH2:15][S:1][C:2]3[O:3][C:4]4[CH:10]=[CH:9][CH:8]=[CH:7][C:5]=4[N:6]=3)[CH2:25][S:24][C@H:19]12. Procedure details: A 1.66 g quantity of 2-mercaptobenzoxazole, 18 ml of acetonitrile and 2.72 g of 7-ACA were added to 14.9 g of DCPA with stirring under cooling at 10° C., and the reaction was allowed to proceed at 15° to 17° C. for 40 minutes. The reaction solution was cooled with ice and poured into 120 g of ice-water. The precipitate was recovered by filtration, washed with water (20 ml×4) and acetone successively, and dried thereby affording 3.35 g (92.3% of yield) of 7-amino-3-[(benzoxazol-2-yl)thiomethyl]-3... Reactants: CC1(CCC2=CC=C(C=C12)C1=CC=CC(=N1)N1CCN(CC1)CCCCOC(C)=O)C (acetic acid 4-{4-[6-(3,3-dimethylindan-5-yl)pyridin-2-yl]piperazin-1-yl}butyl ester), Cl (hydrochloride). The product is CC1(CCC2=CC=C(C=C12)C1=CC=CC(=N1)N1CCN(CC1)CCCCO)C (4-{4-[6-(3,3-Dimethyl indan-5-yl)pyridin-2-yl]piperazin-1-yl}butan-1-ol). As a reaction SMILES: [CH3:1][C:2]1([CH3:31])[C:10]2[C:5](=[CH:6][CH:7]=[C:8]([C:11]3[N:16]=[C:15]([N:17]4[CH2:22][CH2:21][N:20]([CH2:23][CH2:24][CH2:25][CH2:26][O:27]C(=O)C)[CH2:19][CH2:18]4)[CH:14]=[CH:13][CH:12]=3)[CH:9]=2)[CH2:4][CH2:3]1.Cl>>[CH3:1][C:2]1([CH3:31])[C:10]2[C:5](=[CH:6][CH:7]=[C:8]([C:11]3[N:16]=[C:15]([N:17]4[CH2:18][CH2:19][N:20]([CH2:23][CH2:24][CH2:25][CH2:26][OH:27])[CH2:21][CH2:22]4)[CH:14]=[CH:13][CH:12]=3)[CH:9]=2)[CH2:4][CH2:3]1. Reported procedure: The preparation is carried out analogously to FS402 starting from 104 mg (0.23 mmol) of acetic acid 4-{4-[6-(3,3-dimethylindan-5-yl)pyridin-2-yl]piperazin-1-yl}butyl ester. The product is the hydrochloride. Procedure: In a similar manner to that described in Example (1b), a solution of N-[(4-methoxyphenyl)-(3-nitrophenyl)methyl]-N-(2-phenylpropyl)amine (3.17 g) [prepared as described in step (a) above] in methanol (60 ml), nickel chloride hexahydrate (3.7 g) and sodium borohydride (1.18 g) were reacted, to afford the title compound (2.52 g) as a clear purple oil. Isolated yield 86.4%. The reagents and catalysts are O.O.O.O.O.O.[Ni](Cl)Cl (nickel chloride hexahydrate). The reactants are COC1=CC=C(C=C1)C(NCC(C)C1=CC=CC=C1)C1=CC(=CC=C1)[N+](=O)[O-] (N-[(4-methoxyphenyl)-(3-nitrophenyl)methyl]-N-(2-phenylpropyl)amine), [BH4-].[Na+] (sodium borohydride). Solvent: CO (methanol). As a reaction SMILES: [CH3:1][O:2][C:3]1[CH:8]=[CH:7][C:6]([CH:9]([C:20]2[CH:25]=[CH:24][CH:23]=[C:22]([N+:26]([O-])=O)[CH:21]=2)[NH:10][CH2:11][CH:12]([C:14]2[CH:19]=[CH:18][CH:17]=[CH:16][CH:15]=2)[CH3:13])=[CH:5][CH:4]=1.[BH4-].[Na+]>CO.O.O.O.O.O.O.[Ni](Cl)Cl>[CH3:1][O:2][C:3]1[CH:4]=[CH:5][C:6]([CH:9]([NH:10][CH2:11][CH:12]([C:14]2[CH:15]=[CH:16][CH:17]=[CH:18][CH:19]=2)[CH3:13])[C:20]2[CH:21]=[C:22]([NH2:26])[CH:23]=[CH:24][CH:25]=2)=[CH:7][CH:8]=1 |f:1.2,4.5.6.7.8.9.10|. The product is COC1=CC=C(C=C1)C(C=1C=C(C=CC1)N)NCC(C)C1=CC=CC=C1 (3-[(4-Methoxyphenyl)-(2-phenylpropylamino)methyl]phenylamine). Reactants: O=C(O)c1ccc(F)cc1[N+](=O)[O-], O=S(Cl)Cl, c1ccccc1. Product: O=C(Cl)c1ccc(F)cc1[N+](=O)[O-]. As a reaction SMILES: [F:1][c:2]1[cH:3][c:4]([N+:11](=[O:12])[O-:13])[c:5]([C:6](=[O:7])[OH:8])[cH:9][cH:10]1.[S:14]([Cl:15])([Cl:16])=[O:17].[cH:18]1[cH:19][cH:20][cH:21][cH:22][cH:23]1>>[F:1][c:2]1[cH:3][c:4]([N+:11](=[O:12])[O-:13])[c:5]([C:6](=[O:7])[Cl:16])[cH:9][cH:10]1.